From a dataset of the Open Reaction Database (ORD), a public repository of structured organic reaction records. describe an organic reaction: reactants, conditions, products, and yield Starting materials: [Li]C(C)(C)C, CI, CCCCC, CC(C)(C)OC(=O)N1CCc2c(nc(Cl)nc2N2CCOCC2)C1, C1CCOC1. Yields the product CC1c2nc(Cl)nc(N3CCOCC3)c2CCN1C(=O)OC(C)(C)C. RXN SMILES: [C:25]([Li:26])([CH3:27])([CH3:28])[CH3:29].[CH3:30][I:31].[CH3:37][CH2:38][CH2:39][CH2:40][CH3:41].[Cl:1][c:2]1[n:3][c:4]([N:19]2[CH2:20][CH2:21][O:22][CH2:23][CH2:24]2)[c:5]2[c:6]([n:7]1)[CH2:8][N:9]([C:12](=[O:13])[O:14][C:15]([CH3:16])([CH3:17])[CH3:18])[CH2:10][CH2:11]2.[O:32]1[CH2:33][CH2:34][CH2:35][CH2:36]1>>[Cl:1][c:2]1[n:3][c:4]([N:19]2[CH2:20][CH2:21][O:22][CH2:23][CH2:24]2)[c:5]2[c:6]([n:7]1)[CH:8]([CH3:25])[N:9]([C:12](=[O:13])[O:14][C:15]([CH3:16])([CH3:17])[CH3:18])[CH2:10][CH2:11]2. Product: Cn1ccnc1C(=O)c1cn(-c2cccc(-c3c(F)ccnc3F)c2)cn1. Starting materials: CON(C)C(=O)c1cn(-c2cccc(-c3c(F)ccnc3F)c2)cn1, Cn1ccnc1. As a reaction SMILES: [CH3:1][O:2][N:3]([C:4](=[O:5])[c:6]1[n:7][cH:8][n:9](-[c:11]2[cH:12][c:13](-[c:17]3[c:18]([F:24])[n:19][cH:20][cH:21][c:22]3[F:23])[cH:14][cH:15][cH:16]2)[cH:10]1)[CH3:25].[CH3:26][n:27]1[cH:28][n:29][cH:30][cH:31]1>>[C:4](=[O:5])([c:6]1[n:7][cH:8][n:9](-[c:11]2[cH:12][c:13](-[c:17]3[c:18]([F:24])[n:19][cH:20][cH:21][c:22]3[F:23])[cH:14][cH:15][cH:16]2)[cH:10]1)[c:28]1[n:27]([CH3:26])[cH:31][cH:30][n:29]1. The reactants are [Br-], CC(C)(C)NS(=O)(=O)c1ccc2c(NCCCNC(=O)c3ccc(I)cc3)nsc2c1, ClCCl, COc1ccc(B(O)O)cc1, CCCC[N+](CCCC)(CCCC)CCCC, [Na+], [Na+], O=C([O-])[O-], CC(=O)[O-], CC(=O)[O-], O, [Pd+2]. Yields the product COc1ccc(-c2ccc(C(=O)NCCCNc3nsc4cc(S(=O)(=O)NC(C)(C)C)ccc34)cc2)cc1. Reaction SMILES: [Br-:49].[C:1]([CH3:2])([CH3:3])([CH3:4])[NH:5][S:6](=[O:7])(=[O:8])[c:9]1[cH:10][c:11]2[c:12]([c:13]([NH:16][CH2:17][CH2:18][CH2:19][NH:20][C:21]([c:22]3[cH:23][cH:24][c:25]([I:28])[cH:26][cH:27]3)=[O:29])[n:14][s:15]2)[cH:30][cH:31]1.[CH2:68]([Cl:69])[Cl:70].[CH3:32][O:33][c:34]1[cH:35][cH:36][c:37]([B:40]([OH:41])[OH:42])[cH:38][cH:39]1.[CH3:50][CH2:51][CH2:52][CH2:53][N+:54]([CH2:55][CH2:56][CH2:57][CH3:58])([CH2:59][CH2:60][CH2:61][CH3:62])[CH2:63][CH2:64][CH2:65][CH3:66].[Na+:43].[Na+:44].[O-:45][C:46](=[O:47])[O-:48].[O-:72][C:73]([CH3:74])=[O:75].[O-:76][C:77]([CH3:78])=[O:79].[OH2:67].[Pd+2:71]>>[C:1]([CH3:2])([CH3:3])([CH3:4])[NH:5][S:6](=[O:7])(=[O:8])[c:9]1[cH:10][c:11]2[c:12]([c:13]([NH:16][CH2:17][CH2:18][CH2:19][NH:20][C:21]([c:22]3[cH:23][cH:24][c:25](-[c:37]4[cH:36][cH:35][c:34]([O:33][CH3:32])[cH:39][cH:38]4)[cH:26][cH:27]3)=[O:29])[n:14][s:15]2)[cH:30][cH:31]1. The reactants are [Br-].C1(=CC=CC=C1)C([N+]12CC(C(CC1)CC2)=O)C2=CC=CC=C2 (1-(diphenylmethyl)-3-oxoquinuclidinium bromide), (S)-1-[(R)-2-(diphenylphosphino)ferrocenyl]ethyl-di-tert-butylphosphine. The reagents and catalysts are C1/C=C\CC/C=C\C1.C1/C=C\CC/C=C\C1.[Cl-].[Cl-].[Rh].[Rh] (bis(1,5-cyclooctadiene)dirhodium(I) dichloride). The solvent is CO (methanol). Reaction conditions: time 19 hour. The product is N12C[C@@H](C(CC1)CC2)O ((R)-3-quinuclidinol). The yield is 96.8%. RXN SMILES: [Br-].C1(C(C2C=CC=CC=2)[N+:9]23[CH2:16][CH2:15][CH:12]([CH2:13][CH2:14]2)[C:11](=[O:17])[CH2:10]3)C=CC=CC=1>C1CC=CCCC=C1.C1CC=CCCC=C1.[Cl-].[Cl-].[Rh].[Rh].CO>[N:9]12[CH2:16][CH2:15][CH:12]([CH2:13][CH2:14]1)[C@@H:11]([OH:17])[CH2:10]2 |f:0.1,2.3.4.5.6.7|. Procedure: 100 g (268 mmol) of 1-(diphenylmethyl)-3-oxoquinuclidinium bromide, 66 mg (0.133 mmol) of bis(1,5-cyclooctadiene)dirhodium(I) dichloride, 145 mg (0.267 mmol) of (S)-1-[(R)-2-(diphenylphosphino)ferrocenyl]ethyl-di-tert-butylphosphine (IIIa, mirror image; corresponding to an educt/catalyst molar ratio of 1000) and 500 ml of degassed methanol were introduced into an autoclave (1liter) under argon. The reaction mixture was hydrogenated for 19 hours at 75° C. and 10-14 bar of H2. The mixture was then... The reactants are ClC=1C(=NC=C(C1)Cl)C#N (3,5-dichloropicolinonitrile), COC/C=C/B1OC(C(O1)(C)C)(C)C ((E)-2-(3-methoxyprop-1-enyl)-4,4,5,5-tetramethyl-1,3,2-dioxaborolane), tetrakis(triphenyl-phosphine)palladium, C([O-])([O-])=O.[Na+].[Na+] (sodium carbonate). Solvent: C1(=CC=CC=C1)C.C(C)O (toluene ethanol), C(C)(=O)OCC (ethyl acetate), O (water). Run at time 4 hour. Yields the product ClC=1C(=NC=C(C1)\C=C\COC)C#N ((E)-3-chloro-5-(3-methoxyprop-1-enyl)picolinonitrile). As a reaction SMILES: [Cl:1][C:2]1[C:3]([C:9]#[N:10])=[N:4][CH:5]=[C:6](Cl)[CH:7]=1.[CH3:11][O:12][CH2:13]/[CH:14]=[CH:15]/B1OC(C)(C)C(C)(C)O1.C(=O)([O-])[O-].[Na+].[Na+]>C1(C)C=CC=CC=1.C(O)C.C(OCC)(=O)C.O>[Cl:1][C:2]1[C:3]([C:9]#[N:10])=[N:4][CH:5]=[C:6](/[CH:15]=[CH:14]/[CH2:13][O:12][CH3:11])[CH:7]=1 |f:2.3.4,5.6|. Reported procedure: A solution of 3,5-dichloropicolinonitrile (1.0 eq.), (E)-2-(3-methoxyprop-1-enyl)-4,4,5,5-tetramethyl-1,3,2-dioxaborolane (1.0 eq.), tetrakis(triphenyl-phosphine)palladium (5 mol %), and 2N aqueous sodium carbonate solution (3.4 eq.) in toluene/ethanol (2:1, 0.04 M) was stirred at 100° C. for 2 hours, then 80° C. for 4 hours. After cooling to ambient temperature, the reaction content was diluted with ethyl acetate and water. The two phases were separated, and the aqueous layer was extracted twic...